This data is from the Open Reaction Database (ORD), a public repository of structured organic reaction records. The task is: describe an organic reaction: reactants, conditions, products, and yield Conditions: time 3 hour. The product is C1(CC1)C1=C(C=NO1)C(C1=C(C(=C(C=C1)S(=O)(=O)C)NC)C)=O (5-cyclopropyl-4-(3-methylamino-2-methyl-4-methylsulfonyl-benzoyl)isoxazole). Reaction SMILES: [Cl-].O[NH3+].[CH:4]1([C:7](=[O:28])[C:8](=[CH:24][N:25](C)C)[C:9]([C:11]2[CH:16]=[CH:15][C:14]([S:17]([CH3:20])(=[O:19])=[O:18])=[C:13]([NH:21][CH3:22])[C:12]=2[CH3:23])=[O:10])[CH2:6][CH2:5]1>C(O)C>[CH:4]1([C:7]2[O:28][N:25]=[CH:24][C:8]=2[C:9](=[O:10])[C:11]2[CH:16]=[CH:15][C:14]([S:17]([CH3:20])(=[O:19])=[O:18])=[C:13]([NH:21][CH3:22])[C:12]=2[CH3:23])[CH2:6][CH2:5]1 |f:0.1|. Reported procedure: 0.19 g (2.8 mmol) of hydroxylammonium chloride was added to a solution of 0.85 g (2.3 mmol) of 1-cyclopropyl-2-(dimethylaminomethylidene)-3-(3-methylamino-2-methyl-4-methylsulfonylphenyl)propane-1,3-dione in 100 ml of ethanol. The mixture was stirred for 3 h at RT, and the solvent was removed in vacuo. The residue was taken up in CH2Cl2, washed with 10% strength H2SO4 and dried over MgSO4. The solvent was removed in vacuo, and the residue was purified by column chromatography on silica gel. This... Solvent: C(C)O (ethanol). Reactants: [Cl-].O[NH3+] (hydroxylammonium chloride), C1(CC1)C(C(C(=O)C1=C(C(=C(C=C1)S(=O)(=O)C)NC)C)=CN(C)C)=O (1-cyclopropyl-2-(dimethylaminomethylidene)-3-(3-methylamino-2-methyl-4-methylsulfonylphenyl)propane-1,3-dione).